This data is from the Open Reaction Database (ORD), a public repository of structured organic reaction records. The task is: describe an organic reaction: reactants, conditions, products, and yield The reactants are C(C)(C)NC(=O)C1=CN(C2=NC=C(N=C21)C2=NN(C1=CC(=CC(=C21)F)F)C)COCC[Si](C)(C)C (2-(4,6-difluoro-1-methyl-1H-indazol-3-yl)-5-(2-trimethylsilanylethoxymethyl)-5H-pyrrolo[2,3-b]pyrazine-7-carboxylic acid isopropylamide), C(=O)(C(F)(F)F)O (TFA). Solvent: C(Cl)Cl (CH2Cl2). Conditions: time 4 hour. Yields the product C(C)(C)NC(=O)C1=CNC2=NC=C(N=C21)C2=NN(C1=CC(=CC(=C21)F)F)C (2-(4,6-difluoro-1-methyl-1H-indazol-3-yl)-5H-pyrrolo[2,3-b]pyrazine-7-carboxylic acid isopropylamide). The yield is 81.0%. Reaction SMILES: [CH:1]([NH:4][C:5]([C:7]1[C:15]2[C:10](=[N:11][CH:12]=[C:13]([C:16]3[C:24]4[C:19](=[CH:20][C:21]([F:26])=[CH:22][C:23]=4[F:25])[N:18]([CH3:27])[N:17]=3)[N:14]=2)[N:9](COCC[Si](C)(C)C)[CH:8]=1)=[O:6])([CH3:3])[CH3:2].C(O)(C(F)(F)F)=O>C(Cl)Cl>[CH:1]([NH:4][C:5]([C:7]1[C:15]2[C:10](=[N:11][CH:12]=[C:13]([C:16]3[C:24]4[C:19](=[CH:20][C:21]([F:26])=[CH:22][C:23]=4[F:25])[N:18]([CH3:27])[N:17]=3)[N:14]=2)[NH:9][CH:8]=1)=[O:6])([CH3:3])[CH3:2]. Procedure details: To a solution of 2-(4,6-difluoro-1-methyl-1H-indazol-3-yl)-5-(2-trimethylsilanylethoxymethyl)-5H-pyrrolo[2,3-b]pyrazine-7-carboxylic acid isopropylamide (30 mg, 0.06 mmol) in CH2Cl2 (1.5 mL) was added TFA (0.5 mL). The reaction mixture was stirred at room temperature for 4 h then concentrated. The residue was redissolved in 10:90:0.5 MeOH/CH2Cl2/NH4OH (3 mL) and stirred at room temperature for 3 h then concentrated. The residue was purified by silica gel chromatography with 0% to 5% MeOH/EtOAc t... Starting materials: CC(=O)[O-], CC(C)=O, O=C(Cl)CCCl, C1CNCC2(C1)CC1CCC2CC1, [Na+], O. Yields the product O=C(CCCl)N1CCCC2(CC3CCC2CC3)C1. As a reaction SMILES: [CH3:15][C:16](=[O:17])[O-:18].[CH3:25][C:26](=[O:27])[CH3:28].[Cl:19][CH2:20][CH2:21][C:22](=[O:23])[Cl:24].[NH:1]1[CH2:2][C:3]2([CH:4]3[CH2:5][CH2:6][CH:7]([CH2:8]2)[CH2:9][CH2:10]3)[CH2:11][CH2:12][CH2:13]1.[Na+:14].[OH2:29]>>[N:1]1([C:22]([CH2:21][CH2:20][Cl:19])=[O:23])[CH2:2][C:3]2([CH:4]3[CH2:5][CH2:6][CH:7]([CH2:8]2)[CH2:9][CH2:10]3)[CH2:11][CH2:12][CH2:13]1. Starting materials: C(CC(=O)C)(=O)OC (methyl acetoacetate), C(C=C)Br (allyl bromide), [H-].[Na+] (sodium hydride), BrC=1C=NC=CC1 (3-bromo-pyridine). Yields the product O=C(CC(=O)OC)CCC=C (Methyl 3-oxo-hept-6-enoate), N1=CC(=CC=C1)C=CCCC(CC(=O)OC)=O (methyl 7-(3-pyridyl)-3-oxo-hept-6-enoate). Reaction SMILES: [C:1]([O:7][CH3:8])(=[O:6])[CH2:2][C:3]([CH3:5])=[O:4].[CH2:9](Br)[CH:10]=[CH2:11].[H-].[Na+].Br[C:16]1[CH:17]=[N:18][CH:19]=[CH:20][CH:21]=1>>[O:4]=[C:3]([CH2:5][CH2:11][CH:10]=[CH2:9])[CH2:2][C:1]([O:7][CH3:8])=[O:6].[N:18]1[CH:19]=[CH:20][CH:21]=[C:16]([CH:9]=[CH:10][CH2:11][CH2:5][C:3](=[O:4])[CH2:2][C:1]([O:7][CH3:8])=[O:6])[CH:17]=1 |f:2.3|. Reported procedure: Methyl 3-oxo-hept-6-enoate is prepared e.g. by condensation of methyl acetoacetate with allyl bromide in the presence of sodium hydride. Condensation with 3-bromo-pyridine under conditions of a Heck condensation yields methyl 7-(3-pyridyl)-3-oxo-hept-6-enoate. Condensation thereof with e.g. 4-iodobutyronitrile in the presence of sodium hydride leads to methyl 2-(3-cyanopropyl)-7-(3-pyridyl)-3-oxo-hept-6-enoate. Decarboxylation thereof e.g. with sodium chloride in dimethylsulfoxide/water yields 1... Reactants: Cl (hydrochloride), CC1=CC=C(C=CCCl)C=C1 (p-methylcinnamyl chloride), C1NCC2=CC=CC=C12 (isoindoline). Solvent: C(C)O (ethanol), C(C)O (ethanol). Run at time 8 hour. Product: Cl.CC1=CC=C(C=CCN2CC3=CC=CC=C3C2)C=C1 (N-(p-methylcinnamyl)-isoindoline hydrochloride). Isolated yield 47.8%. Reaction SMILES: [CH3:1][C:2]1[CH:11]=[CH:10][C:5]([CH:6]=[CH:7][CH2:8][Cl:9])=[CH:4][CH:3]=1.[CH2:12]1[C:20]2[C:15](=[CH:16][CH:17]=[CH:18][CH:19]=2)[CH2:14][NH:13]1.Cl>C(O)C>[ClH:9].[CH3:1][C:2]1[CH:11]=[CH:10][C:5]([CH:6]=[CH:7][CH2:8][N:13]2[CH2:14][C:15]3[C:20](=[CH:19][CH:18]=[CH:17][CH:16]=3)[CH2:12]2)=[CH:4][CH:3]=1 |f:4.5|. Reported procedure: The process for the preparation of this compound and its physical properties will be given below. A solution of 5 grams of p-methylcinnamyl chloride in 50 milliliters of ethanol is added dropwise to a solution of 8.93 grams of isoindoline in 50 milliliters of ethanol, following which the mixture is stirred overnight at room temperature. After completion of the reaction, the reaction mixture is concentrated followed by adding chloroform to the residue and filtering the insolubles off. Next, the s... Reactants: S(=S)(=O)([O-])[O-].[Na+].[Na+] (sodium thiosulfate), C(C)(C)(C)O[C@H](C(=O)OCC)C=1C(=NC=2N(C1N1CCC(CC1)(C)OCCCC[C@@H](C)O[Si](C1=CC=CC=C1)(C1=CC=CC=C1)C(C)(C)C)N=C(C2)C=CCC2=C(C=C(C=C2)F)B2OC(C(O2)(C)C)(C)C)C ((S)-ethyl 2-(tert-butoxy)-2-(7-(4-(((R)-5-((tert-butyldiphenylsilyl)oxy)hexyl)oxy)-4-methylpiperidin-1-yl)-2-(3-(4-fluoro-2-(4,4,5,5-tetramethyl-1,3,2-dioxaborolan-2-yl)phenyl)prop-1-en-1-yl)-5-methylpyrazolo[1,5-a]pyrimidin-6-yl)acetate), OOS(=O)[O-].[K+] (oxone). Solvent: CC(=O)C (Acetone), O (water). Run at time 1 hour. Product: C(C)(C)(C)O[C@H](C(=O)OCC)C=1C(=NC=2N(C1N1CCC(CC1)(C)OCCCC[C@@H](C)O[Si](C1=CC=CC=C1)(C1=CC=CC=C1)C(C)(C)C)N=C(C2)C=CCC2=C(C=C(C=C2)F)O)C ((S)-ethyl 2-(tert-butoxy)-2-(7-(4-(((R)-5-((tert-butyldiphenylsilyl)oxy)hexyl)oxy)-4-methylpiperidin-1-yl)-2-(3-(4-fluoro-2-hydroxyphenyl)prop-1-en-1-yl)-5-methylpyrazolo[1,5-a]pyrimidin-6-yl)acetate). Yield: 92.2%. RXN SMILES: [C:1]([O:5][C@@H:6]([C:12]1[C:13]([CH3:72])=[N:14][C:15]2[N:16]([N:50]=[C:51]([CH:53]=[CH:54][CH2:55][C:56]3[CH:61]=[CH:60][C:59]([F:62])=[CH:58][C:57]=3B3OC(C)(C)C(C)(C)O3)[CH:52]=2)[C:17]=1[N:18]1[CH2:23][CH2:22][C:21]([O:25][CH2:26][CH2:27][CH2:28][CH2:29][C@H:30]([O:32][Si:33]([C:46]([CH3:49])([CH3:48])[CH3:47])([C:40]2[CH:45]=[CH:44][CH:43]=[CH:42][CH:41]=2)[C:34]2[CH:39]=[CH:38][CH:37]=[CH:36][CH:35]=2)[CH3:31])([CH3:24])[CH2:20][CH2:19]1)[C:7]([O:9][CH2:10][CH3:11])=[O:8])([CH3:4])([CH3:3])[CH3:2].[OH:73]OS([O-])=O.[K+].S([O-])([O-])(=O)=S.[Na+].[Na+]>CC(C)=O.O>[C:1]([O:5][C@@H:6]([C:12]1[C:13]([CH3:72])=[N:14][C:15]2[N:16]([N:50]=[C:51]([CH:53]=[CH:54][CH2:55][C:56]3[CH:61]=[CH:60][C:59]([F:62])=[CH:58][C:57]=3[OH:73])[CH:52]=2)[C:17]=1[N:18]1[CH2:23][CH2:22][C:21]([O:25][CH2:26][CH2:27][CH2:28][CH2:29][C@H:30]([O:32][Si:33]([C:46]([CH3:48])([CH3:49])[CH3:47])([C:34]2[CH:39]=[CH:38][CH:37]=[CH:36][CH:35]=2)[C:40]2[CH:45]=[CH:44][CH:43]=[CH:42][CH:41]=2)[CH3:31])([CH3:24])[CH2:20][CH2:19]1)[C:7]([O:9][CH2:10][CH3:11])=[O:8])([CH3:3])([CH3:2])[CH3:4] |f:1.2,3.4.5|. Procedure: To a solution of (S)-ethyl 2-(tert-butoxy)-2-(7-(4-(((R)-5-((tert-butyldiphenylsilyl)oxy)hexyl)oxy)-4-methylpiperidin-1-yl)-2-(3-(4-fluoro-2-(4,4,5,5-tetramethyl-1,3,2-dioxaborolan-2-yl)phenyl)prop-1-en-1-yl)-5-methylpyrazolo[1,5-a]pyrimidin-6-yl)acetate (450 mg, 0.449 mmol) in Acetone (6 mL) was added solution of oxone (276 mg, 0.449 mmol) in water (6 mL) and the resulting mixture was stirred at room temp for 1 h. Sat. sodium thiosulfate was then added and the mixture was extracted with ethyl a...